This data is from the Open Reaction Database (ORD), a public repository of structured organic reaction records. The task is: describe an organic reaction: reactants, conditions, products, and yield Starting materials: ice water, Cl (hydrochloric acid), NC=1C=C(C#N)C=CC1OCC1=CC=CC=C1 (3-amino-4-(benzyloxy)benzonitrile), C([O-])([O-])=O.[K+].[K+] (potassium carbonate), ClCC(=O)Cl (chloroacetylchloride). Solvent: CC(=O)C (acetone). Run at time 8 hour. Yields the product ClCC(=O)NC=1C=C(C#N)C=CC1OCC1=CC=CC=C1 (3-((chloromethyl)carbonylamino)-4-(benzyloxy)benzonitrile). Isolated yield 88.5%. As a reaction SMILES: [NH2:1][C:2]1[CH:3]=[C:4]([CH:7]=[CH:8][C:9]=1[O:10][CH2:11][C:12]1[CH:17]=[CH:16][CH:15]=[CH:14][CH:13]=1)[C:5]#[N:6].C(=O)([O-])[O-].[K+].[K+].[Cl:24][CH2:25][C:26](Cl)=[O:27].Cl>CC(C)=O>[Cl:24][CH2:25][C:26]([NH:1][C:2]1[CH:3]=[C:4]([CH:7]=[CH:8][C:9]=1[O:10][CH2:11][C:12]1[CH:17]=[CH:16][CH:15]=[CH:14][CH:13]=1)[C:5]#[N:6])=[O:27] |f:1.2.3|. Procedure details: A slurry of 3-amino-4-(benzyloxy)benzonitrile (7 g, 31.2 mmol) and anhydrous potassium carbonate (8.6 g, 62.4 mmol) in 50 mL of acetone was stirred under nitrogen as chloroacetylchloride (2.6 mL, 33 mmol) was added portion-wise. The reaction was stirred overnight. The reaction was poured into ice water and the liquid was neutralized with 6 N hydrochloric acid. The resulting solid was isolated by filtration, washed with water, and dried under reduced pressure to give 3-((chloromethyl)carbonylamin... Run at time 90 minute. Solvent: C(C)(=O)OCC (ethyl acetate), C1(=CC=CC=C1)C (toluene). Reactants: O(S(=O)(=O)C(F)(F)F)CCOCC (2-ethoxyethyl triflate), O (water), C[C@@H]1CC[C@H]2C[C@@H](/C(=C/C=C/C=C/[C@H](C[C@H](C(=O)[C@@H]([C@@H](/C(=C/[C@H](C(=O)C[C@H](OC(=O)[C@@H]3CCCCN3C(=O)C(=O)[C@@]1(O2)O)[C@H](C)C[C@@H]4CC[C@H]([C@@H](C4)OC)O)C)/C)O)OC)C)C)/C)OC (rapamycin), O(S(=O)(=O)C(F)(F)F)CCOCC (2-ethoxyethyl triflate), N1=C(C=CC=C1C)C (lutidine), N1=C(C=CC=C1C)C (2,6-lutidine), C[C@@H]1CC[C@H]2C[C@@H](/C(=C/C=C/C=C/[C@H](C[C@H](C(=O)[C@@H]([C@@H](/C(=C/[C@H](C(=O)C[C@H](OC(=O)[C@@H]3CCCCN3C(=O)C(=O)[C@@]1(O2)O)[C@H](C)C[C@@H]4CC[C@H]([C@@H](C4)OC)O)C)/C)O)OC)C)C)/C)OC (rapamycin), N1=C(C=CC=C1C)C (2,6-lutidine). RXN SMILES: O([CH2:9][CH2:10][O:11][CH2:12][CH3:13])S(C(F)(F)F)(=O)=O.[CH3:14][C@H:15]1[C@@:54]2([OH:56])[O:55][C@H:18]([CH2:19][C@H:20]([O:77][CH3:78])[C:21]([CH3:76])=[CH:22][CH:23]=[CH:24][CH:25]=[CH:26][C@@H:27]([CH3:75])[CH2:28][C@@H:29]([CH3:74])[C:30]([C@H:32]([O:72][CH3:73])[C@H:33]([OH:71])[C:34]([CH3:70])=[CH:35][C@@H:36]([CH3:69])[C:37]([CH2:39][C@@H:40]([C@@H:57]([CH2:59][C@H:60]3[CH2:65][C@@H:64]([O:66][CH3:67])[C@H:63]([OH:68])[CH2:62][CH2:61]3)[CH3:58])[O:41][C:42]([C@H:44]3[N:49]([C:50]([C:52]2=[O:53])=[O:51])[CH2:48][CH2:47][CH2:46][CH2:45]3)=[O:43])=[O:38])=[O:31])[CH2:17][CH2:16]1.N1C(C)=CC=CC=1C.O>C1(C)C=CC=CC=1.C(OCC)(=O)C>[CH3:9][CH2:10][O:11][CH2:12][CH2:13][O:68][C@H:63]1[C@H:64]([O:66][CH3:67])[CH2:65][CH:60]([CH2:59][C@H:57]([CH:40]2[O:41][C:42](=[O:43])[C@H:44]3[N:49]([CH2:48][CH2:47][CH2:46][CH2:45]3)[C:50](=[O:51])[C:52](=[O:53])[C@:54]3([OH:56])[O:55][C@@H:18]([CH2:17][CH2:16][C@H:15]3[CH3:14])[CH2:19][C@H:20]([O:77][CH3:78])[C:21]([CH3:76])=[CH:22][CH:23]=[CH:24][CH:25]=[CH:26][CH:27]([CH3:75])[CH2:28][C@@H:29]([CH3:74])[C:30](=[O:31])[C@H:32]([O:72][CH3:73])[C@H:33]([OH:71])[C:34]([CH3:70])=[CH:35][C@@H:36]([CH3:69])[C:37](=[O:38])[CH2:39]2)[CH3:58])[CH2:61][CH2:62]1. Product: CCOCCO[C@@H]1CCC(C[C@H]1OC)C[C@@H](C)C2CC(=O)[C@@H](/C=C(/[C@H]([C@H](C(=O)[C@@H](CC(/C=C/C=C/C=C(/[C@H](C[C@@H]3CC[C@H]([C@@](O3)(C(=O)C(=O)N4CCCC[C@H]4C(=O)O2)O)C)OC)\C)C)C)OC)O)\C)C (Biolimus A9). Procedure: Coupling of 2-ethoxyethyl triflate (44.3 equivalents) and rapamycin (1.0 equivalent) in toluene with 2,6-lutidine (49.1 equivalents) was conducted at 55° C. (external water bath temperature) for 90 minutes. In this process (on a 2.0 g scale of, rapamycin), the 2-ethoxyethyl triflate was added to a pre-heated reaction mixture (55° C.) in one portion. After heating for 90 minutes, the external heating was turned off followed by addition of the second portion of 2,6-lutidine (54.9 equivalents). Aft... Starting materials: ClC1=C2C(C=C(NC2=CC(=C1)Cl)C(=O)OC)=O (methyl 5,7-dichloro-4-oxo-1,4-dihydroquinoline-2-carboxylate), NCCN1CCCC1 (2-aminoethyl-pyrrolidine). The product is Cl.Cl.ClC1=C2C(C=C(NC2=CC(=C1)Cl)C(NCCN1CCCC1)=O)=O (5,7-dichloro-2-[2-(1-pyrrolidinyl) ethyl]carbamoyl-4-oxo-1,4-dihydroquinoline dihydrochloride). RXN SMILES: [Cl:1][C:2]1[CH:11]=[C:10]([Cl:12])[CH:9]=[C:8]2[C:3]=1[C:4](=[O:17])[CH:5]=[C:6]([C:13]([O:15]C)=O)[NH:7]2.[NH2:18][CH2:19][CH2:20][N:21]1[CH2:25][CH2:24][CH2:23][CH2:22]1>>[ClH:1].[ClH:1].[Cl:1][C:2]1[CH:11]=[C:10]([Cl:12])[CH:9]=[C:8]2[C:3]=1[C:4](=[O:17])[CH:5]=[C:6]([C:13](=[O:15])[NH:18][CH2:19][CH2:20][N:21]1[CH2:25][CH2:24][CH2:23][CH2:22]1)[NH:7]2 |f:2.3.4|. Procedure: Treatment of methyl 5,7-dichloro-4-oxo-1,4-dihydroquinoline-2-carboxylate (2 g) with 1(2-aminoethyl-pyrrolidine (10 ml) as described in Example 39 gave 5,7-dichloro-2-[2-(1-pyrrolidinyl) ethyl]carbamoyl-4-oxo-1,4-dihydroquinoline dihydrochloride (1.5 g).,m.p.>280° C. δ (360 MHz, D2O) 2.02 and 2.16 (4H, 2m, pyrrolidinyl-3,4-H), 3.16 (2H, m, CH2N), 3.49 (2H, t, CONHCH2), 3.80 (4H, m, pyrrolidinyl-2,5-H), 6.70 (1H, s, 3-H), 7.43 (1H, d, 6-H) and 7.64 (1H, d, 8-H). (Found: C, 45.02; H, 4.52; N, 9.90... The reactants are COc1cccc(Nc2c(C(N)=O)cnc3c(C)cc(S(=O)(=O)c4cccc(C(=O)N(C)CCOc5ccc(CCNC(=O)OC(C)(C)C)cc5)c4)cc23)c1, COc1cccc(Nc2c(C(N)=O)cnc3c(C)cc(S(=O)(=O)c4cccc(C(=O)Nc5ccc(CCN)cc5)c4)cc23)c1. The product is COc1cccc(Nc2c(C(N)=O)cnc3c(C)cc(S(=O)(=O)c4cccc(C(=O)N(C)CCOc5ccc(CCN)cc5)c4)cc23)c1. As a reaction SMILES: [C:45]([NH2:46])(=[O:47])[c:48]1[cH:49][n:50][c:51]2[c:52]([CH3:99])[cH:53][c:54]([S:67](=[O:68])(=[O:69])[c:70]3[cH:71][c:72]([C:73](=[O:74])[N:75]([CH3:76])[CH2:77][CH2:78][O:79][c:80]4[cH:81][cH:82][c:83]([CH2:84][CH2:85][NH:86][C:87](=[O:88])[O:89][C:90]([CH3:91])([CH3:92])[CH3:93])[cH:94][cH:95]4)[cH:96][cH:97][cH:98]3)[cH:55][c:56]2[c:57]1[NH:58][c:59]1[cH:60][c:61]([O:65][CH3:66])[cH:62][cH:63][cH:64]1.[NH2:1][CH2:2][CH2:3][c:4]1[cH:5][cH:6][c:7]([NH:8][C:9]([c:10]2[cH:11][c:12]([S:13]([c:14]3[cH:15][c:16]4[c:17]([c:18]([CH3:19])[cH:20]3)[n:21][cH:22][c:23]([C:24]([NH2:25])=[O:26])[c:27]4[NH:28][c:29]3[cH:30][cH:31][cH:32][c:33]([O:34][CH3:35])[cH:36]3)(=[O:37])=[O:38])[cH:39][cH:40][cH:41]2)=[O:42])[cH:43][cH:44]1>>[C:45]([NH2:46])(=[O:47])[c:48]1[cH:49][n:50][c:51]2[c:52]([CH3:99])[cH:53][c:54]([S:67](=[O:68])(=[O:69])[c:70]3[cH:71][c:72]([C:73](=[O:74])[N:75]([CH3:76])[CH2:77][CH2:78][O:79][c:80]4[cH:81][cH:82][c:83]([CH2:84][CH2:85][NH2:86])[cH:94][cH:95]4)[cH:96][cH:97][cH:98]3)[cH:55][c:56]2[c:57]1[NH:58][c:59]1[cH:60][c:61]([O:65][CH3:66])[cH:62][cH:63][cH:64]1. The reactants are CCc1c(Br)cccc1C=C1CCNCC1, C=CC(=O)OCC, C1CCC2=NCCCN2CC1, CC#N. Product: CCOC(=O)CCN1CCC(=Cc2cccc(Br)c2CC)CC1. As a reaction SMILES: [Br:1][c:2]1[c:3]([CH2:15][CH3:16])[c:4]([CH:8]=[C:9]2[CH2:10][CH2:11][NH:12][CH2:13][CH2:14]2)[cH:5][cH:6][cH:7]1.[C:28]([CH:29]=[CH2:30])(=[O:31])[O:32][CH2:33][CH3:34].[CH2:17]1[CH2:18][CH2:19][C:20]2=[N:25][CH2:24][CH2:23][CH2:22][N:21]2[CH2:26][CH2:27]1.[CH3:35][C:36]#[N:37]>>[Br:1][c:2]1[c:3]([CH2:15][CH3:16])[c:4]([CH:8]=[C:9]2[CH2:10][CH2:11][N:12]([CH2:30][CH2:29][C:28](=[O:31])[O:32][CH2:33][CH3:34])[CH2:13][CH2:14]2)[cH:5][cH:6][cH:7]1. Reactants: C1(=CC=CC=C1)C1=CC=2C3=C(C=NC2C=C1)N=CN3C3=C(C#N)C=CC=C3 (2-(8-phenyl-imidazo[4,5-c]quinolin-1-yl)-benzonitrile). The reagents and catalysts are [Ni] (Ni). Solvent: C1CCOC1 (THF), N (ammonia), CO (methanol), C(C)O (ethanol). Conditions: time 6 hour. The product is C1(=CC=CC=C1)C1=CC=2C3=C(C=NC2C=C1)N=CN3C3=C(CN)C=CC=C3 (2-(8-Phenyl-imidazo[4,5-c]quinolin-1-yl)-benzylamine). Reaction SMILES: [C:1]1([C:7]2[CH:16]=[CH:15][C:14]3[N:13]=[CH:12][C:11]4[N:17]=[CH:18][N:19]([C:20]5[CH:27]=[CH:26][CH:25]=[CH:24][C:21]=5[C:22]#[N:23])[C:10]=4[C:9]=3[CH:8]=2)[CH:6]=[CH:5][CH:4]=[CH:3][CH:2]=1>C1COCC1.N.CO.C(O)C.[Ni]>[C:1]1([C:7]2[CH:16]=[CH:15][C:14]3[N:13]=[CH:12][C:11]4[N:17]=[CH:18][N:19]([C:20]5[CH:27]=[CH:26][CH:25]=[CH:24][C:21]=5[CH2:22][NH2:23])[C:10]=4[C:9]=3[CH:8]=2)[CH:2]=[CH:3][CH:4]=[CH:5][CH:6]=1. Procedure: To 100 mg of (0.288 mmol) 2-(8-phenyl-imidazo[4,5-c]quinolin-1-yl)-benzonitrile (Example 63) in 2 ml THF and 6 ml 10% ammonia in methanol are added ca. 50 mg Raney-Ni in ethanol. The solution is hydrogenated at rt for 6 h. The catalyst is filtered off and the raw material is purified by chromatography on silica gel (CH2Cl2-methanol 9:1) and crystallization (ethyl-acetate-hexane). mp: 163-1650° C.; MS: 351 (M++1); HPLC: tret=6.42 min (Grad 1). Starting materials: C1OC2=C(O1)C=C(C=C2)O (sesamol), [H-].[Na+] (sodium hydride), IC (iodomethane). Solvent: CN(C)C=O (DMF). Run at time 1 hour. Product: COC1=CC2=C(C=C1)OCO2 (1-Methoxy-3,4-methylenedioxybenzene). Isolated yield 95850.1%. RXN SMILES: [CH2:1]1[O:5][C:4]2[CH:6]=[C:7]([OH:10])[CH:8]=[CH:9][C:3]=2[O:2]1.[H-].[Na+].I[CH3:14]>CN(C=O)C>[CH3:14][O:10][C:7]1[CH:8]=[CH:9][C:3]2[O:2][CH2:1][O:5][C:4]=2[CH:6]=1 |f:1.2|. Procedure: To a solution of sesamol (10.0 g, 0.072 mmol) in DMF (50 ml) was added sodium hydride (2.08 g, 0.087 mol) at room temperature under argon. After stirring for 1 h, the mixture was treated with iodomethane (13.5 ml, 0.216 mol) and stirred for another 18 h. Upon the removal of the solvent the residue was extracted with ethyl acetate and washed with water, dried (Na2SO4) and concentrated to afford the title compound as a dark brown oil (10.5 g, 96%).